This data is from the Open Reaction Database (ORD), a public repository of structured organic reaction records. The task is: describe an organic reaction: reactants, conditions, products, and yield As a reaction SMILES: [CH2:1]([N:5]([CH2:26][CH2:27][CH2:28][CH3:29])[C:6]1[CH:11]=[CH:10][C:9]([CH:12]=[CH:13][C:14]2[C:21]([CH3:22])=[CH:20][C:17]([CH:18]=O)=[C:16]([CH3:23])[CH:15]=2)=[C:8]([O:24][CH3:25])[CH:7]=1)[CH2:2][CH2:3][CH3:4].[C:30]([C:32]1[C:33](=[C:43]([C:46]#[N:47])[C:44]#[N:45])[O:34][C:35]([CH3:42])([C:38]([F:41])([F:40])[F:39])[C:36]=1[CH3:37])#[N:31]>C(O)C.O1CCCC1>[CH2:26]([N:5]([CH2:1][CH2:2][CH2:3][CH3:4])[C:6]1[CH:11]=[CH:10][C:9]([CH:12]=[CH:13][C:14]2[C:21]([CH3:22])=[CH:20][C:17]([CH:18]=[CH:37][C:36]3[C:35]([CH3:42])([C:38]([F:41])([F:39])[F:40])[O:34][C:33](=[C:43]([C:44]#[N:45])[C:46]#[N:47])[C:32]=3[C:30]#[N:31])=[C:16]([CH3:23])[CH:15]=2)=[C:8]([O:24][CH3:25])[CH:7]=1)[CH2:27][CH2:28][CH3:29]. The solvent is C(C)O (ethanol), O1CCCC1 (tetrahydrofuran). Yields the product C(CCC)N(C1=CC(=C(C=C1)C=CC1=CC(=C(C=C1C)C=CC1=C(C(OC1(C(F)(F)F)C)=C(C#N)C#N)C#N)C)OC)CCCC (2-[4-[2-[4-[2-(4-dibutylamino-2-methoxyphenyl)vinyl]-2,5-dimethylphenyl]vinyl]-3-cyano-5-methyl-5-trifluoromethyl-2(5H)-furanylidene]propanedinitrile). Reported procedure: In 9 ml of ethanol and 3 ml of tetrahydrofuran were dissolved 440 mg (1.12 mmol) of 4-[2-(4-dibutylamino-2-methoxyphenyl) vinyl]-2,5-dimethylbenzaldehyde and 310 mg (1.22 mmol) of 2-(3-cyano-4,5-dimethyl-5-trifluoromethyl-2(5H)-furanylidene)propanedinitrile. After the mixture was stirred at 70° C. for 6 hours, the solvent was evaporated off. The residue was purified by silica gel column chromatography and washed with ethanol to give 522 mg of a black powder (yield: 74.3%; mp: 205-207° C.) Conditions: temperature 70 celsius, time 6 hour. Reactants: C(CCC)N(C1=CC(=C(C=C1)C=CC1=CC(=C(C=O)C=C1C)C)OC)CCCC (4-[2-(4-dibutylamino-2-methoxyphenyl) vinyl]-2,5-dimethylbenzaldehyde), C(#N)C=1C(OC(C1C)(C(F)(F)F)C)=C(C#N)C#N (2-(3-cyano-4,5-dimethyl-5-trifluoromethyl-2(5H)-furanylidene)propanedinitrile). Yield: 74.1%. Reactants: CC(C)(C)OC(=O)NCC12CNCC1CCO2, O=c1[nH]sc2c1c(=O)c1cc(F)c(F)cc1n2C1CC1, O, c1ccncc1. Product: CC(C)(C)OC(=O)NCC12CN(c3cc4c(cc3F)c(=O)c3c(=O)[nH]sc3n4C3CC3)CC1CCO2. RXN SMILES: [C:21]([CH3:22])([CH3:23])([CH3:24])[O:25][C:26](=[O:27])[NH:28][CH2:29][C:30]12[O:31][CH2:32][CH2:33][CH:34]1[CH2:35][NH:36][CH2:37]2.[CH:1]1([n:4]2[c:5]3[c:6]([c:7](=[O:16])[c:8]4[cH:9][c:10]([F:15])[c:11]([F:14])[cH:12][c:13]24)[c:17](=[O:20])[nH:18][s:19]3)[CH2:2][CH2:3]1.[OH2:38].[cH:39]1[cH:40][cH:41][n:42][cH:43][cH:44]1>>[CH:1]1([n:4]2[c:5]3[c:6]([c:7](=[O:16])[c:8]4[cH:9][c:10]([F:15])[c:11]([N:36]5[CH2:35][CH:34]6[C:30]([CH2:29][NH:28][C:26]([O:25][C:21]([CH3:22])([CH3:23])[CH3:24])=[O:27])([O:31][CH2:32][CH2:33]6)[CH2:37]5)[cH:12][c:13]24)[c:17](=[O:20])[nH:18][s:19]3)[CH2:2][CH2:3]1. The reactants are [BH4-], C1CCOC1, [Na+], O=Cc1cc2ccccc2s1. Yields the product OCc1cc2ccccc2s1. As a reaction SMILES: [BH4-:12].[CH2:14]1[O:15][CH2:16][CH2:17][CH2:18]1.[Na+:13].[s:1]1[c:2]2[c:3]([cH:4][c:5]1[CH:6]=[O:7])[cH:8][cH:9][cH:10][cH:11]2>>[s:1]1[c:2]2[c:3]([cH:4][c:5]1[CH2:6][OH:7])[cH:8][cH:9][cH:10][cH:11]2. Reactants: N1=CC=CC=C1 (pyridine), N (ammonia), N1C=CC2=NC=CC=C12 (4-azaindole), C[Mg]I (methyl magnesium iodide), C(C(=O)Cl)(=O)Cl (oxalyl chloride). The reagents and catalysts are [Cl-].[Zn+2].[Cl-] (zinc chloride). Solvent: C(C)#N (acetonitrile), CCOCC (ether). Reaction conditions: time 1 hour. Product: O=C(C(=O)N)C1=CNC=2C1=NC=CC2 (2-OXO-2-(1H-PYRROLO[3,2-B]PYRIDIN-3-YL)ACETAMIDE). As a reaction SMILES: [NH:1]1[C:9]2[C:4](=[N:5][CH:6]=[CH:7][CH:8]=2)[CH:3]=[CH:2]1.C[Mg]I.[C:13](Cl)(=[O:17])[C:14](Cl)=[O:15].[N:19]1C=CC=CC=1.N>CCOCC.C(#N)C.[Cl-].[Zn+2].[Cl-]>[O:15]=[C:14]([C:3]1[C:4]2=[N:5][CH:6]=[CH:7][CH:8]=[C:9]2[NH:1][CH:2]=1)[C:13]([NH2:19])=[O:17] |f:7.8.9|. Reported procedure: A solution of 4-azaindole (1.0 eq.) in ether is treated with methyl magnesium iodide (1.1 eq.) at room temperature, stirred for 1 h, treated with zinc chloride (1.2 eq.), stirred for a further 1 h, treated with oxalyl chloride (10 eq.), stirred for 10 h and concentrated in vacuo to give a residue. The residue is dissolved in acetonitrile and pyridine (1.6 eq.), treated with ammonia (2 eq., solution in dioxane), stirred for 1 h and concentrated in vacuo. The concentrate is purified by chromatogra... Starting materials: C(#N)[BH3-].[Na+] (sodium cyanoborohydride), C(C(=O)O)(=O)O.C(C)(C)(C)OC(CN(C1CC2=CC=CC=C2C1)C([C@@H](N)C)=O)=O (N-(L-alanyl)-N-(2-indanyl)glycine tert-butyl ester oxalate), C(C)(=O)[O-].[Na+] (sodium acetate), 3A, C(C1=CC=CC=C1)OC(=O)N1CCC(CC1)CCCCC(C(=O)OCC)=O (ethyl 6-(1-benzyloxycarbonyl-4-piperidyl)-2-oxohexanoate). Solvent: C(C)O (ethanol), C(C)O (ethanol), C(C)(=O)O (acetic acid). Run at time 8 hour. Yields the product C(C)(C)(C)OC(CN(C1CC2=CC=CC=C2C1)C([C@@H](N[C@H](CCCCC1CCN(CC1)C(=O)OCC1=CC=CC=C1)C(=O)OCC)C)=O)=O (N-[N-[(R)-5-(1-benzyloxycarbonyl-4-piperidyl)-1-ethoxycarbonylpentyl]-L-alanyl]-N-(indan-2-yl)glycine tert-butyl ester). Yield: 10.5%. Reaction SMILES: C([BH3-])#N.[Na+].C(O)(=O)C(O)=O.[C:11]([O:15][C:16](=[O:33])[CH2:17][N:18]([C:28](=[O:32])[C@H:29]([CH3:31])[NH2:30])[CH:19]1[CH2:27][C:26]2[C:21](=[CH:22][CH:23]=[CH:24][CH:25]=2)[CH2:20]1)([CH3:14])([CH3:13])[CH3:12].C([O-])(=O)C.[Na+].[CH2:39]([O:46][C:47]([N:49]1[CH2:54][CH2:53][CH:52]([CH2:55][CH2:56][CH2:57][CH2:58][C:59](=O)[C:60]([O:62][CH2:63][CH3:64])=[O:61])[CH2:51][CH2:50]1)=[O:48])[C:40]1[CH:45]=[CH:44][CH:43]=[CH:42][CH:41]=1>C(O)C.C(O)(=O)C>[C:11]([O:15][C:16](=[O:33])[CH2:17][N:18]([C:28](=[O:32])[C@H:29]([CH3:31])[NH:30][C@@H:59]([C:60]([O:62][CH2:63][CH3:64])=[O:61])[CH2:58][CH2:57][CH2:56][CH2:55][CH:52]1[CH2:53][CH2:54][N:49]([C:47]([O:46][CH2:39][C:40]2[CH:41]=[CH:42][CH:43]=[CH:44][CH:45]=2)=[O:48])[CH2:50][CH2:51]1)[CH:19]1[CH2:27][C:26]2[C:21](=[CH:22][CH:23]=[CH:24][CH:25]=2)[CH2:20]1)([CH3:12])([CH3:14])[CH3:13] |f:0.1,2.3,4.5|. Reported procedure: A solution of 0.6 g of sodium cyanoborohydride in 50 ml of ethanol is added dropwise to a stirred mixture of 2 g of N-(L-alanyl)-N-(2-indanyl)glycine tert-butyl ester oxalate, 078 g of sodium acetate, 0.58 g of acetic acid, 10 g of molecular sieves 3A, 3.6 g of ethyl 6-(1-benzyloxycarbonyl-4-piperidyl)-2-oxohexanoate and 50 ml of ethanol at room temperature over a period of 3 hours. The reaction solution is allowed to stand overnight and filtered, and the filtrate is concentrated under reduced p... Reactants: C(C)(=O)NC1=CC=C(C=C1)S (4-acetamidothiophenol), C(C)(C)NC(C)C (diisopropylamine), CN(C=O)C (dimethylformamide), FC(=C(F)F)F (tetrafluoroethylene). The solvent is C(C)(=O)OCC (ethyl acetate), O (water). The product is FC(C(F)F)(SC1=CC=C(NC(C)=O)C=C1)F (p-(1,1,2,2-tetrafluoroethylthio)acetanilide). Isolated yield 87.3%. As a reaction SMILES: [C:1]([NH:4][C:5]1[CH:10]=[CH:9][C:8]([SH:11])=[CH:7][CH:6]=1)(=[O:3])[CH3:2].C(NC(C)C)(C)C.CN(C)C=O.[F:24][C:25]([F:29])=[C:26]([F:28])[F:27]>C(OCC)(=O)C.O>[F:24][C:25]([F:29])([S:11][C:8]1[CH:9]=[CH:10][C:5]([NH:4][C:1](=[O:3])[CH3:2])=[CH:6][CH:7]=1)[CH:26]([F:28])[F:27]. Procedure: A mixture of 25 g (0.15 mole) of 4-acetamidothiophenol and 15 g (0.15 mole) of diisopropylamine in 80 of dimethylformamide was treated with 15 g (0.15 mole) of tetrafluoroethylene in a bomb. The temperature was slowly raised from -44° C. to 25° C. The reaction mixture was then poured into water and the solid product was isolated by filtration. The solid was dissolved in ethyl acetate and the resulting solution was dried over anhydrous magnesium sulfate, filtered, and concentrated. The solid resi... Reaction SMILES: [C:21](#[CH:22])[c:23]1[cH:24][c:25]([NH2:26])[cH:27][cH:28][cH:29]1.[Cl:1][c:2]1[n:3][cH:4][n:5][c:6]2[cH:7][c:8]([O:17][CH2:18][CH2:19][Cl:20])[c:9]([O:12][CH2:13][CH2:14][O:15][CH3:16])[cH:10][c:11]12>>[ClH:1].[c:2]1([NH:26][c:25]2[cH:24][c:23]([C:21]#[CH:22])[cH:29][cH:28][cH:27]2)[n:3][cH:4][n:5][c:6]2[cH:7][c:8]([O:17][CH2:18][CH2:19][Cl:20])[c:9]([O:12][CH2:13][CH2:14][O:15][CH3:16])[cH:10][c:11]12. The reactants are C#Cc1cccc(N)c1, COCCOc1cc2c(Cl)ncnc2cc1OCCCl. Product: Cl, C#Cc1cccc(Nc2ncnc3cc(OCCCl)c(OCCOC)cc23)c1. Reactants: CC(C)(C)C=1C=C(C=C(C1O)C(C)(C)C)SCCC=O (3-[[3,5-bis(1,1-dimethylethyl)-4-hydroxyphenyl]thio]propanal), C1(CCCCC1)[Mg]Br (cyclohexyl magnesium bromide). The solvent is O1CCCC1 (tetrahydrofuran). Yields the product CC(C)(C)C=1C=C(C=C(C1O)C(C)(C)C)SCCC(O)C1CCCCC1 (α[2-[[3,5-bis(1,1-dimethylethyl)-4-hydroxyphenyl]thio]ethyl]cyclohexanemethanol). RXN SMILES: [CH3:1][C:2]([C:5]1[CH:6]=[C:7]([S:16][CH2:17][CH2:18][CH:19]=[O:20])[CH:8]=[C:9]([C:12]([CH3:15])([CH3:14])[CH3:13])[C:10]=1[OH:11])([CH3:4])[CH3:3].[CH:21]1([Mg]Br)[CH2:26][CH2:25][CH2:24][CH2:23][CH2:22]1>O1CCCC1>[CH3:15][C:12]([C:9]1[CH:8]=[C:7]([S:16][CH2:17][CH2:18][CH:19]([CH:21]2[CH2:26][CH2:25][CH2:24][CH2:23][CH2:22]2)[OH:20])[CH:6]=[C:5]([C:2]([CH3:1])([CH3:3])[CH3:4])[C:10]=1[OH:11])([CH3:13])[CH3:14]. Procedure details: By the method of Example 14, the aldehyde of Example 4 was reacted with 7.1 ml of 1.97M cyclohexyl magnesium bromide in tetrahydrofuran to give the title alcohol. The reactants are CCOC(=O)CCCBr, CC#N, CCOC(C)=O, CCN(C(C)C)C(C)C, CC(C)Oc1ccc(-c2nc(-c3ccc4c(c3)OCCNC4)no2)cc1Cl, O. Product: CCOC(=O)CCCN1CCOc2cc(-c3noc(-c4ccc(OC(C)C)c(Cl)c4)n3)ccc2C1. Reaction SMILES: [Br:37][CH2:38][CH2:39][CH2:40][C:41](=[O:42])[O:43][CH2:44][CH3:45].[CH3:46][C:47]#[N:48].[CH3:49][CH2:50][O:51][C:52]([CH3:53])=[O:54].[CH:28]([N:29]([CH2:30][CH3:31])[CH:32]([CH3:33])[CH3:34])([CH3:35])[CH3:36].[Cl:1][c:2]1[cH:3][c:4](-[c:12]2[n:13][c:14](-[c:17]3[cH:18][c:19]4[c:20]([cH:26][cH:27]3)[CH2:21][NH:22][CH2:23][CH2:24][O:25]4)[n:15][o:16]2)[cH:5][cH:6][c:7]1[O:8][CH:9]([CH3:10])[CH3:11].[OH2:55]>>[Cl:1][c:2]1[cH:3][c:4](-[c:12]2[n:13][c:14](-[c:17]3[cH:18][c:19]4[c:20]([cH:26][cH:27]3)[CH2:21][N:22]([CH2:38][CH2:39][CH2:40][C:41](=[O:42])[O:43][CH2:44][CH3:45])[CH2:23][CH2:24][O:25]4)[n:15][o:16]2)[cH:5][cH:6][c:7]1[O:8][CH:9]([CH3:10])[CH3:11]. Reactants: CCOCc1nc2cnc3ccccc3c2n1CC1(O)CC1, C=CS(C)(=O)=O, [H-], [Na+], CN(C)C=O, O. The product is CCOCc1nc2cnc3ccccc3c2n1CC1(OCCS(C)(=O)=O)CC1. RXN SMILES: [CH2:1]([CH3:2])[O:3][CH2:4][c:5]1[n:6]([CH2:18][C:19]2([OH:22])[CH2:20][CH2:21]2)[c:7]2[c:8]([cH:9][n:10][c:11]3[cH:12][cH:13][cH:14][cH:15][c:16]23)[n:17]1.[CH:23](=[CH2:24])[S:25](=[O:26])(=[O:27])[CH3:28].[H-:29].[Na+:30].[O:32]=[CH:33][N:34]([CH3:35])[CH3:36].[OH2:31]>>[CH2:1]([CH3:2])[O:3][CH2:4][c:5]1[n:6]([CH2:18][C:19]2([O:22][CH2:24][CH2:23][S:25](=[O:26])(=[O:27])[CH3:28])[CH2:20][CH2:21]2)[c:7]2[c:8]([cH:9][n:10][c:11]3[cH:12][cH:13][cH:14][cH:15][c:16]23)[n:17]1.